This data is from the Open Reaction Database (ORD), a public repository of structured organic reaction records. The task is: describe an organic reaction: reactants, conditions, products, and yield The reactants are C(C=C)NC1CCCC1 (N-allylcyclopentylamine), C(C)(C)(C)OC(=O)N(CCOC=1C=C(C(=O)O)C=C(C1)Cl)C1=CC=NC=C1 (3-[2-(tert-butoxycarbonyl-pyridin-4-yl-amino)-ethoxy]-5-chloro-benzoic acid), CN(C)C(=[N+](C)C)ON1C2=C(C=CC=C2)N=N1.[B-](F)(F)(F)F (TBTU), C=1C=CC2=C(C1)N=NN2O (HOBt), CCN(C(C)C)C(C)C (DIPEA). Solvent: CN(C)C=O (DMF). Run at time 18 hour. The product is C(C)(C)(C)OC(N(C1=CC=NC=C1)CCOC1=CC(=CC(=C1)Cl)C(N(C1CCCC1)CC=C)=O)=O ({2-[3-(Allyl-cyclopentyl-carbamoyl)-5-chloro-phenoxy]-ethyl}-pyridin-4-yl-carbamic acid tert-butyl ester). Reaction SMILES: [C:1]([O:5][C:6]([N:8]([C:22]1[CH:27]=[CH:26][N:25]=[CH:24][CH:23]=1)[CH2:9][CH2:10][O:11][C:12]1[CH:13]=[C:14]([CH:18]=[C:19]([Cl:21])[CH:20]=1)[C:15](O)=[O:16])=[O:7])([CH3:4])([CH3:3])[CH3:2].CN(C(ON1N=NC2C=CC=CC1=2)=[N+](C)C)C.[B-](F)(F)(F)F.C1C=CC2N(O)N=NC=2C=1.CCN(C(C)C)C(C)C.[CH2:69]([NH:72][CH:73]1[CH2:77][CH2:76][CH2:75][CH2:74]1)[CH:70]=[CH2:71]>CN(C=O)C>[C:1]([O:5][C:6](=[O:7])[N:8]([CH2:9][CH2:10][O:11][C:12]1[CH:20]=[C:19]([Cl:21])[CH:18]=[C:14]([C:15](=[O:16])[N:72]([CH2:69][CH:70]=[CH2:71])[CH:73]2[CH2:77][CH2:76][CH2:75][CH2:74]2)[CH:13]=1)[C:22]1[CH:23]=[CH:24][N:25]=[CH:26][CH:27]=1)([CH3:3])([CH3:2])[CH3:4] |f:1.2|. Reported procedure: To a strrred solution of 3-[2-(tert-butoxycarbonyl-pyridin-4-yl-amino)-ethoxy]-5-chloro-benzoic acid (0.039 g), TBTU (0.064 g) and HOBt (0.027 g) in DMF (1 ml) was added DIPEA (0.036 ml) followed by N-allylcyclopentylamine (0.029 ml) after 15 min. The reaction mixture was stirred at room temperature for 18 h and then concentrated under reduced pressure. The residue was subjected to preparative hplc and the title compound (0.030 g) obtained by concentration of the required fraction under reduced ... The reactants are [OH-].[K+] (potassium hydroxide), COC(=O)C=1NC(N2C1CN=C(C1=C2C=CC(=C1)Cl)C1=C(C=CC=C1)Cl)=S (8-chloro-6-(2-chlorophenyl)-1,2-dihydro-4H-imidazo[1,5-a][1,4]benzodiazepin-1-thione-3-carboxylic acid methyl ester). Run in CO (methanol). Conditions: time 15 minute. Product: ClC=1C=CC2=C(C(=NCC=3N2C(NC3C(=O)O)=S)C3=C(C=CC=C3)Cl)C1 (8-Chloro-6-(2-chlorophenyl)-1,2-dihydro-4H-imidazo[1,5-a][1,4]benzodiazepin-1-thione-3-carboxylic acid). Reaction SMILES: [OH-].[K+].C[O:4][C:5]([C:7]1[NH:8][C:9](=[S:29])[N:10]2[C:16]3[CH:17]=[CH:18][C:19]([Cl:21])=[CH:20][C:15]=3[C:14]([C:22]3[CH:27]=[CH:26][CH:25]=[CH:24][C:23]=3[Cl:28])=[N:13][CH2:12][C:11]=12)=[O:6]>CO>[Cl:21][C:19]1[CH:18]=[CH:17][C:16]2[N:10]3[C:9](=[S:29])[NH:8][C:7]([C:5]([OH:6])=[O:4])=[C:11]3[CH2:12][N:13]=[C:14]([C:22]3[CH:27]=[CH:26][CH:25]=[CH:24][C:23]=3[Cl:28])[C:15]=2[CH:20]=1 |f:0.1|. Reported procedure: A solution of 1.1 g (0.02 mole) of potassium hydroxide in 40 ml of methanol was treated with 2.1 g (0.005 mole) of 8-chloro-6-(2-chlorophenyl)-1,2-dihydro-4H-imidazo[1,5-a][1,4]benzodiazepin-1-thione-3-carboxylic acid methyl ester in a beaker. The solution was boiled in a steambath for 15 min and then evaporated at reduced pressure at 50°-60°. An aqueous solution of the residue was acidified with cold 6N aqueous hydrochloric acid adding ice to keep the mixture cold. The solid was collected by fi... Reactants: FC1=CC=C(C=C1)B(O)O (4-Fluorophenylboronic acid), BrC1=C(C=CC(=C1)[N+](=O)[O-])C (2-bromo-4-nitrotoluene), C([O-])([O-])=O.[Na+].[Na+] (sodium carbonate). The reagents and catalysts are [Pd].C1(=CC=CC=C1)P(C1=CC=CC=C1)C1=CC=CC=C1.C1(=CC=CC=C1)P(C1=CC=CC=C1)C1=CC=CC=C1.C1(=CC=CC=C1)P(C1=CC=CC=C1)C1=CC=CC=C1.C1(=CC=CC=C1)P(C1=CC=CC=C1)C1=CC=CC=C1 (tetrakis(triphenylphosphine) palladium). Solvent: COCCOC (DME). Product: FC1=CC=C(C=C1)C1=C(C=CC(=C1)[N+](=O)[O-])C (2-(4-fluorophenyl)-4-nitrotoluene). Isolated yield 90.0%. Reaction SMILES: [F:1][C:2]1[CH:7]=[CH:6][C:5](B(O)O)=[CH:4][CH:3]=1.Br[C:12]1[CH:17]=[C:16]([N+:18]([O-:20])=[O:19])[CH:15]=[CH:14][C:13]=1[CH3:21].C(=O)([O-])[O-].[Na+].[Na+]>COCCOC.[Pd].C1(P(C2C=CC=CC=2)C2C=CC=CC=2)C=CC=CC=1.C1(P(C2C=CC=CC=2)C2C=CC=CC=2)C=CC=CC=1.C1(P(C2C=CC=CC=2)C2C=CC=CC=2)C=CC=CC=1.C1(P(C2C=CC=CC=2)C2C=CC=CC=2)C=CC=CC=1>[F:1][C:2]1[CH:7]=[CH:6][C:5]([C:12]2[CH:17]=[C:16]([N+:18]([O-:20])=[O:19])[CH:15]=[CH:14][C:13]=2[CH3:21])=[CH:4][CH:3]=1 |f:2.3.4,6.7.8.9.10|. Reported procedure: 4-Fluorophenylboronic acid (6.72 g; 0.048 mol) was added to a suspension of 2-bromo-4-nitrotoluene (6.9 g; 0.032 mol) and tetrakis(triphenylphosphine) palladium (1.5 g; 1.4 mmol) in DME (90 ml). After addition of aqueous sodium carbonate solution 2M (120 ml), the mixture was refluxed overnight. After extraction with ether and evaporation, the residue was purified by flash chromatography (ethyl acetate/petroleum ether 95/5 to give 2-(4-fluorophenyl)-4-nitrotoluene (6.66 g; 90%). Reactants: ClC1=C2CC[C@H]3[C@@H]4CCC([C@@]4(C)CC[C@@H]3[C@]2(C=CC1=O)C)=O (4-chloroandrosta-1,4-diene-3,17-dione), [NH4+].[OH-] (NH4OH). Run in O1CCOCC1 (dioxane). Reaction conditions: temperature 75 celsius, time 18 hour. Yields the product NC1=C2CC[C@H]3[C@@H]4CCC([C@@]4(C)CC[C@@H]3[C@]2(C=CC1=O)C)=O (4-aminoandrosta-1,4-diene-3,17-dione). Yield: 27.0%. As a reaction SMILES: Cl[C:2]1[C:19](=[O:20])[CH:18]=[CH:17][C@@:16]2([CH3:21])[C:3]=1[CH2:4][CH2:5][C@@H:6]1[C@@H:15]2[CH2:14][CH2:13][C@@:11]2([CH3:12])[C@H:7]1[CH2:8][CH2:9][C:10]2=[O:22].[NH4+:23].[OH-]>O1CCOCC1>[NH2:23][C:2]1[C:19](=[O:20])[CH:18]=[CH:17][C@@:16]2([CH3:21])[C:3]=1[CH2:4][CH2:5][C@@H:6]1[C@@H:15]2[CH2:14][CH2:13][C@@:11]2([CH3:12])[C@H:7]1[CH2:8][CH2:9][C:10]2=[O:22] |f:1.2|. Procedure: A mixture of 4-chloroandrosta-1,4-diene-3,17-dione (957 mg, 3 mmole), dioxane (30 ml) and 30% NH4OH aqueous solution (60 ml) is stirred at 75° C. in a pressure vessel during 18 hours. After cooling to room temperature, the reaction mixture is worked up as described in the Example 1. There are obtained 242 mg (0.81 mmole, 27% yield) of the title compound as a yellow solid. Reactants: C(C)O (ethanol), [H][H] (hydrogen), Cl.OC=1C(=C2CCC(C(C2=CC1)=O)NC(C)C)CO (6-hydroxy-5-hydroxymethyl-2-isopropylamino-3,4-dihydro-1(2H)-naphthalenone hydrochloride). The reagents and catalysts are [Pd] (palladium-on-carbon). Solvent: C(C)N(CC)CC (triethylamine). The product is OC1C(CCC2=C(C(=CC=C12)O)CO)NC(C)C (1,6-dihydroxy-5-hydroxymethyl-2-isopropylamino-1,2,3,4-tetrahydronaphthalene). RXN SMILES: C(O)C.Cl.[OH:5][C:6]1[C:7]([CH2:21][OH:22])=[C:8]2[C:13](=[CH:14][CH:15]=1)[C:12](=[O:16])[CH:11]([NH:17][CH:18]([CH3:20])[CH3:19])[CH2:10][CH2:9]2.[H][H]>[Pd].C(N(CC)CC)C>[OH:16][CH:12]1[C:13]2[C:8](=[C:7]([CH2:21][OH:22])[C:6]([OH:5])=[CH:15][CH:14]=2)[CH2:9][CH2:10][CH:11]1[NH:17][CH:18]([CH3:20])[CH3:19] |f:1.2|. Reported procedure: In a mixture of 20 ml. ethanol and 2 ml. of triethylamine is dissolved 200 mg. of 6-hydroxy-5-hydroxymethyl-2-isopropylamino-3,4-dihydro-1(2H)-naphthalenone hydrochloride and, with the addition of 50 mg. of 5 % palladium-on-carbon, the solution is agitated in a current of hydrogen for 15 hours. The catalyst is filtered off and the filtrate is concentrated under reduced pressure. The resiude is dissolved in tetrahydrofuran. The insolubles are filtered off and the filtrate is concentrated under re...